This data is from the Open Reaction Database (ORD), a public repository of structured organic reaction records. The task is: describe an organic reaction: reactants, conditions, products, and yield The reactants are CC(=O)Nc1nc(C)c(-c2ccc(S(=O)(=O)Cl)cc2)s1, CN, CCO, [Na+], [Na+], O=C([O-])[O-], C1COCCO1. The product is CNS(=O)(=O)c1ccc(-c2sc(NC(C)=O)nc2C)cc1. As a reaction SMILES: [C:1]([CH3:2])(=[O:3])[NH:4][c:5]1[s:6][c:7](-[c:11]2[cH:12][cH:13][c:14]([S:17](=[O:18])(=[O:19])[Cl:20])[cH:15][cH:16]2)[c:8]([CH3:10])[n:9]1.[CH3:27][NH2:28].[CH3:29][CH2:30][OH:31].[Na+:21].[Na+:22].[O-:23][C:24](=[O:25])[O-:26].[O:32]1[CH2:33][CH2:34][O:35][CH2:36][CH2:37]1>>[C:1]([CH3:2])(=[O:3])[NH:4][c:5]1[s:6][c:7](-[c:11]2[cH:12][cH:13][c:14]([S:17](=[O:18])(=[O:19])[NH:28][CH3:27])[cH:15][cH:16]2)[c:8]([CH3:10])[n:9]1.